From a dataset of the Open Reaction Database (ORD), a public repository of structured organic reaction records. describe an organic reaction: reactants, conditions, products, and yield Reactants: CCOCC, FC(F)(F)I, N, O, Cc1ccc(S)cc1. Product: Cc1ccc(SC(F)(F)F)cc1. RXN SMILES: [CH3:15][CH2:16][O:17][CH2:18][CH3:19].[F:10][C:11]([F:12])([F:13])[I:14].[NH3:9].[OH2:20].[c:1]1([CH3:8])[cH:2][cH:3][c:4]([SH:7])[cH:5][cH:6]1>>[c:1]1([CH3:8])[cH:2][cH:3][c:4]([S:7][C:11]([F:10])([F:12])[F:13])[cH:5][cH:6]1.